Dataset: the Open Reaction Database (ORD), a public repository of structured organic reaction records. Task: describe an organic reaction: reactants, conditions, products, and yield The reactants are N1CCSCC1 (thiomorpholine), S(=O)(=O)([O-])[O-].[Mg+2] (magnesium sulfate), C(C)OC(=O)C1=CN=C2N(C1=O)C=CC=C2SCO (3-ethoxycarbonyl-9-(hydroxymethylthio)-4-oxo-4H-pyrido[1,2-a]pyrimidine). The solvent is O1CCCC1 (tetrahydrofuran), O1CCCC1 (tetrahydrofuran). Yields the product C(C)OC(=O)C1=CN=C2N(C1=O)C=CC=C2SCN2CCSCC2 (3-ethoxycarbonyl-9-(thiomorpholinomethylthio)-4-oxo-4H-pyrido[1,2-a]pyrimidine). Isolated yield 54.9%. As a reaction SMILES: [NH:1]1[CH2:6][CH2:5][S:4][CH2:3][CH2:2]1.S([O-])([O-])(=O)=O.[Mg+2].[CH2:13]([O:15][C:16]([C:18]1[C:23](=[O:24])[N:22]2[CH:25]=[CH:26][CH:27]=[C:28]([S:29][CH2:30]O)[C:21]2=[N:20][CH:19]=1)=[O:17])[CH3:14]>O1CCCC1>[CH2:13]([O:15][C:16]([C:18]1[C:23](=[O:24])[N:22]2[CH:25]=[CH:26][CH:27]=[C:28]([S:29][CH2:30][N:1]3[CH2:6][CH2:5][S:4][CH2:3][CH2:2]3)[C:21]2=[N:20][CH:19]=1)=[O:17])[CH3:14] |f:1.2|. Reported procedure: To a mixture of 163 mg of thiomorpholine, 920 mg of magnesium sulfate and 5 ml of tetrahydrofuran is added dropwise a solution of 429 mg of 3-ethoxycarbonyl-9-(hydroxymethylthio)-4-oxo-4H-pyrido[1,2-a]pyrimidine (III) in 25 ml of tetrahydrofuran with stirring under ice-cooling. The reaction mixture is stirred for 1 hour as it is, filtered, and the filtrate is concentrated in vacuo. The residue is recrystallized from ethyl acetatehexane to give 307 mg (Yield: 54.9%) of 3-ethoxycarbonyl-9-(thiomor... Reactants: O=CC=P(c1ccccc1)(c1ccccc1)c1ccccc1, ClCCl, O=CCCC(F)(F)F. Product: O=CC=CCCC(F)(F)F. As a reaction SMILES: [CH:9](=[O:10])[CH:11]=[P:12]([c:13]1[cH:14][cH:15][cH:16][cH:17][cH:18]1)([c:19]1[cH:20][cH:21][cH:22][cH:23][cH:24]1)[c:25]1[cH:26][cH:27][cH:28][cH:29][cH:30]1.[Cl:31][CH2:32][Cl:33].[F:1][C:2]([CH2:3][CH2:4][CH:5]=[O:6])([F:7])[F:8]>>[F:1][C:2]([CH2:3][CH2:4][CH:5]=[CH:11][CH:9]=[O:10])([F:7])[F:8].